This data is from the Open Reaction Database (ORD), a public repository of structured organic reaction records. The task is: describe an organic reaction: reactants, conditions, products, and yield Starting materials: C(C)OC1(N(CCC1)C)OCC (2,2-diethoxy-1-methylpyrrolidine), ClC1=CC=C(CC#N)C=C1 (4-chlorobenzylcyanide). Solvent: C1=CC=CC=C1 (benzene). Yields the product C(#N)C(C1=CC=C(C=C1)Cl)=C1N(CCC1)C (2-(α-cyano-4-chlorobenzylidene)-1-methylpyrrolidine). RXN SMILES: C(O[C:4]1(OCC)[CH2:8][CH2:7][CH2:6][N:5]1[CH3:9])C.[Cl:13][C:14]1[CH:22]=[CH:21][C:17]([CH2:18][C:19]#[N:20])=[CH:16][CH:15]=1>C1C=CC=CC=1>[C:19]([C:18](=[C:4]1[CH2:8][CH2:7][CH2:6][N:5]1[CH3:9])[C:17]1[CH:21]=[CH:22][C:14]([Cl:13])=[CH:15][CH:16]=1)#[N:20]. Reported procedure: Boil 22.7 g of 2,2-diethoxy-1-methylpyrrolidine, 19.8 g of 4-chlorobenzylcyanide and 90 ml of benzene for 1 hour under reflux and with stirring. Distil off the volatile constituents under a vacuum. After trituration with a little diethyl ether, filter off the residue to obtain 20.8 g (68% of theory) and the title compound (m.p. 71° to 72° from isopropanol).